This data is from the Open Reaction Database (ORD), a public repository of structured organic reaction records. The task is: describe an organic reaction: reactants, conditions, products, and yield Run in O (H2O). Reaction SMILES: [Cl:1][C:2]1[CH:12]=[CH:11][C:5]2[S:6][C:7]([CH:9]=O)=[CH:8][C:4]=2[CH:3]=1.C(O)(=O)[CH2:14][C:15]([OH:17])=[O:16].N1C=CC=CC=1.N1CCCCC1>O>[Cl:1][C:2]1[CH:12]=[CH:11][C:5]2[S:6][C:7](/[CH:9]=[CH:14]/[C:15]([OH:17])=[O:16])=[CH:8][C:4]=2[CH:3]=1. Yields the product ClC=1C=CC2=C(C=C(S2)/C=C/C(=O)O)C1 ((2E)-3-(5-Chloro-1-benzothien-2yl)acrylic acid). Starting materials: ClC1=CC2=C(SC(=C2)C=O)C=C1 (5-chlorobenzo[b]thiophene-2-carboxaldehyde), C(CC(=O)O)(=O)O (malonic acid), N1=CC=CC=C1 (pyridine), N1CCCCC1 (piperidine). Procedure: A mixture containing 5-chlorobenzo[b]thiophene-2-carboxaldehyde (Matsunaga Bioorg. Med. Chem. 2004, 12, 2251), malonic acid (1.4 equiv), pyridine (2.5 equiv) and piperidine (0.1 equiv) was heated at 110° C. for a period of 4 h. The reaction mixture was cooled, poured into H2O and filtered to provide the title compound. Run at temperature 110 celsius. Starting materials: [Na] (Sodium), CO (methanol), ClCC=1N=C(C2=C(N1)CCCS2)O (2-chloromethyl-7,8-dihydro-4-hydroxy-6H-thiopyrano[3,2-d]pyrimidine). Yields the product OC=1C2=C(N=C(N1)COC)CCCS2 (7,8-dihydro-4-hydroxy-2-Methoxymethyl-6H-thiopyrano[3,2-d]pyrimidine). As a reaction SMILES: [Na].Cl[CH2:3][C:4]1[N:5]=[C:6]([OH:14])[C:7]2[S:13][CH2:12][CH2:11][CH2:10][C:8]=2[N:9]=1.[CH3:15][OH:16]>>[OH:14][C:6]1[C:7]2[S:13][CH2:12][CH2:11][CH2:10][C:8]=2[N:9]=[C:4]([CH2:3][O:16][CH3:15])[N:5]=1 |^1:0|. Procedure details: Sodium metal (0.46 g, 0.02 gr. atm.) was dissolved in methanol (100 ml) and the product from step A was added. The reaction mixture was refluxed for 4 hours and then most of the solvent was removed in vacuo. The addition of water afforded 1.2 g of title compound which was dried and used in step C without further purification. Run in C(C)(=O)OCC (ethyl acetate). Reaction conditions: time 10 hour. The yield is 99.5%. Yields the product FC1=C(OC2=C(C=C(N)C=C2)C2=CN(C3=C(N=CC=C32)OC)C)C=CC(=C1)F (4-(2,4-difluorophenoxy)-3-(7-methoxy-1-methyl-1H-pyrrolo[2,3-c]pyridin-3-yl)aniline). The reagents and catalysts are [Pd] (palladium on carbon). Reactants: FC1=C(OC2=C(C=C(C=C2)[N+](=O)[O-])C2=CN(C3=C(N=CC=C32)OC)C)C=CC(=C1)F (3-(2-(2,4-difluorophenoxy)-5-nitrophenyl)-7-methoxy-1-methyl-1H-pyrrolo[2,3-c]pyridine), [H][H] (hydrogen). Reaction SMILES: [F:1][C:2]1[CH:29]=[C:28]([F:30])[CH:27]=[CH:26][C:3]=1[O:4][C:5]1[CH:10]=[CH:9][C:8]([N+:11]([O-])=O)=[CH:7][C:6]=1[C:14]1[C:22]2[C:17](=[C:18]([O:23][CH3:24])[N:19]=[CH:20][CH:21]=2)[N:16]([CH3:25])[CH:15]=1.[H][H]>[Pd].C(OCC)(=O)C>[F:1][C:2]1[CH:29]=[C:28]([F:30])[CH:27]=[CH:26][C:3]=1[O:4][C:5]1[CH:10]=[CH:9][C:8]([NH2:11])=[CH:7][C:6]=1[C:14]1[C:22]2[C:17](=[C:18]([O:23][CH3:24])[N:19]=[CH:20][CH:21]=2)[N:16]([CH3:25])[CH:15]=1. Procedure details: A mixture of Example 2C (0.165 g, 0.401 mmol) and 10% palladium on carbon (0.043 g, 0.040 mmol) in ethyl acetate (10 mL) was treated with a balloon of hydrogen gas. The reaction mixture was stirred for 10 hours at ambient temperature. The solid was removed by filtration, and the filtrate was concentrated to give the title compound (0.152 g, 0.399 mmol, 99% yield). Reactants: FC(C(=O)OCC)(F)F (Ethyl trifluoroacetate), NCCCO (3-amino-1-propanol), C1=CC=C2C(=C1)C(=O)C(C2=O)(O)O (Ninhydrin). Reaction conditions: temperature 0 celsius, time 60 minute. Product: OCCCNC(C(F)(F)F)=O (N-(3-hydroxypropyl)trifluoroacetamide). As a reaction SMILES: [F:1][C:2]([F:9])([F:8])[C:3]([O:5]CC)=O.[NH2:10][CH2:11][CH2:12][CH2:13][OH:14].C1C=C2C(C(O)(O)C(=O)C2=CC=1)=O>>[OH:14][CH2:13][CH2:12][CH2:11][NH:10][C:3](=[O:5])[C:2]([F:1])([F:8])[F:9]. Procedure details: Ethyl trifluoroacetate (14.1 g; 0.1 mol) was added dropwise to 3-amino-1-propanol (6 g; 0.08 mol) cooled to 0° C. The mixture was stirred at 0° C. for 60 min; the completion of the reaction was confirmed by a negative Ninhydrin test. Volatiles were removed by rotary evaporation and the residue purified by vacuum distillation to provide N-(3-hydroxypropyl)trifluoroacetamide as a clear, viscous liquid in a yield of 13.4 g (98%). 1H-NMR (500 MHz, CDCl3): δ=3.52-3.57 ppm (m, 2H), 2.17 ppm (bs, 1H), ... Product: FC1=CC=C(C=C1)NC1=NC=NC2=CC(=C(C=C12)OCCCN1CC2CNCC2C1)OC (N-(4-fluorophenyl)-6-(3-(hexahydropyrrolo[3,4-c]pyrrol-2(1H)-yl)propoxy)-7-methoxyquinazolin-4-amine). Run at time 6 hour. Solvent: C(Cl)Cl (DCM), CCOC(=O)C (EtOAc). As a reaction SMILES: [F:1][C:2]1[CH:7]=[CH:6][C:5]([NH:8][C:9]2[C:18]3[C:13](=[CH:14][C:15]([O:38][CH3:39])=[C:16]([O:19][CH2:20][CH2:21][CH2:22][N:23]4[CH2:27][CH:26]5[CH2:28][N:29](C(OC(C)(C)C)=O)[CH2:30][CH:25]5[CH2:24]4)[CH:17]=3)[N:12]=[CH:11][N:10]=2)=[CH:4][CH:3]=1.Cl>C(Cl)Cl.CCOC(C)=O>[F:1][C:2]1[CH:7]=[CH:6][C:5]([NH:8][C:9]2[C:18]3[C:13](=[CH:14][C:15]([O:38][CH3:39])=[C:16]([O:19][CH2:20][CH2:21][CH2:22][N:23]4[CH2:24][CH:25]5[CH:26]([CH2:28][NH:29][CH2:30]5)[CH2:27]4)[CH:17]=3)[N:12]=[CH:11][N:10]=2)=[CH:4][CH:3]=1. Isolated yield 89.5%. Procedure: To a solution of tert-butyl 5-(3-((4-((4-fluorophenyl)amino)-7-methoxyquinazolin-6-yl)oxy) propyl)hexahydropyrrolo[3,4-c]pyrrole-2(1H)-carboxylate (1.14 g) in DCM (30 mL) was added a solution of HCl in EtOAc. The reaction mixture was stirred for 6 h at room temperature and filtered to give crude product. The crude product was recrystallized from a mixture of MeOH and EA to give the title compound as a white solid (0.83 g, 89.50%), HPLC: 95.23%. The compound was characterized by the following spe... The reactants are FC1=CC=C(C=C1)NC1=NC=NC2=CC(=C(C=C12)OCCCN1CC2C(C1)CN(C2)C(=O)OC(C)(C)C)OC (tert-butyl 5-(3-((4-((4-fluorophenyl)amino)-7-methoxyquinazolin-6-yl)oxy) propyl)hexahydropyrrolo[3,4-c]pyrrole-2(1H)-carboxylate), Cl (HCl). Reactants: N1(CCNCC1)[C@@H]1CC[C@H](CC1)N1C(NC2=C1C=CC=C2)=O (1,3-dihydro-1-{trans-4-[1-piperazinyl]-1-cyclohexyl}-2H-benzimidazol-2-one), Cl.C(C1=CN=CC=C1)(=O)Cl (nicotinoylchloride hydrochloride). Reported procedure: From 1,3-dihydro-1-{trans-4-[1-piperazinyl]-1-cyclohexyl}-2H-benzimidazol-2-one and nicotinoylchloride hydrochloride using the procedure described for Example 11, Step 3 there was obtained 1,3-dihydro-1-{trans-4-[4-(3-pyridinecarbonyl)piperazin-1-yl]-1-cyclohexyl}-2H-benzimidazol-2-one as a white solid: 1H NMR (400 MHz, CDCl3) 9.51 (s, 1H), 8.68 (s, 2H), 7.77 (m, 1H), 7.38 (m, 1H), 7.12-7.04 (m, 4H), 4.26 (m, 1H), 3.83 (s, 2H), 3.47 (s, 2H), 2.71 (s, 2H), 2.58 (s, 2H), 2.53 (m, 2H), 2.30 (q, 2H)... The product is N1=CC(=CC=C1)C(=O)N1CCN(CC1)[C@@H]1CC[C@H](CC1)N1C(NC2=C1C=CC=C2)=O (1,3-dihydro-1-{trans-4-[4-(3-pyridinecarbonyl)piperazin-1-yl]-1-cyclohexyl}-2H-benzimidazol-2-one). As a reaction SMILES: [N:1]1([C@H:7]2[CH2:12][CH2:11][C@H:10]([N:13]3[C:17]4[CH:18]=[CH:19][CH:20]=[CH:21][C:16]=4[NH:15][C:14]3=[O:22])[CH2:9][CH2:8]2)[CH2:6][CH2:5][NH:4][CH2:3][CH2:2]1.Cl.[C:24](Cl)(=[O:31])[C:25]1[CH:30]=[CH:29][CH:28]=[N:27][CH:26]=1>>[N:27]1[CH:28]=[CH:29][CH:30]=[C:25]([C:24]([N:4]2[CH2:3][CH2:2][N:1]([C@H:7]3[CH2:12][CH2:11][C@H:10]([N:13]4[C:17]5[CH:18]=[CH:19][CH:20]=[CH:21][C:16]=5[NH:15][C:14]4=[O:22])[CH2:9][CH2:8]3)[CH2:6][CH2:5]2)=[O:31])[CH:26]=1 |f:1.2|. Reactants: [OH-].[Na+] (sodium hydroxide), C(C)(C)(C)C1=C(C(=CC=C1)C(C)(C)C)O (2,6-di-tert-butylphenol), ClC1=CC=C(C=C1)[N+](=O)[O-] (1-chloro-4-nitrobenzene). Run in CS(=O)C (DMSO). Reaction conditions: temperature 90 celsius, time 17 hour. The product is [N+](=O)([O-])C1=CC=C(C=C1)C1=CC(=C(C(=C1)C(C)(C)C)O)C(C)(C)C (4-(4'-nitrophenyl)-2,6-di-tert-butylphenol). The yield is 68.1%. RXN SMILES: [OH-].[Na+].[C:3]([C:7]1[CH:12]=[CH:11][CH:10]=[C:9]([C:13]([CH3:16])([CH3:15])[CH3:14])[C:8]=1[OH:17])([CH3:6])([CH3:5])[CH3:4].Cl[C:19]1[CH:24]=[CH:23][C:22]([N+:25]([O-:27])=[O:26])=[CH:21][CH:20]=1>CS(C)=O>[N+:25]([C:22]1[CH:23]=[CH:24][C:19]([C:11]2[CH:12]=[C:7]([C:3]([CH3:6])([CH3:5])[CH3:4])[C:8]([OH:17])=[C:9]([C:13]([CH3:16])([CH3:15])[CH3:14])[CH:10]=2)=[CH:20][CH:21]=1)([O-:27])=[O:26] |f:0.1|. Procedure details: A mixture of 12.0 g (300 mmol) of powdered sodium hydroxide, 24.7 g (120 mmol) of 2,6-di-tert-butylphenol, 15.7 g (100 mmol) of 1-chloro-4-nitrobenzene, and 120 mL of DMSO was stirred for 17 hours at 90° C. and poured into one liter of IN HC1. The resulting aqueous mixture was extracted with three 250 mL portions of diethyl ether. Combination, drying (MgSO4), and concentration of the organic layers afforded a residue which was purified by two recrystallizations from ethanol-dichloromethane to gi... Reactants: C(C)O (ethanol), C(C)O (ethanol), C1(CCCCC1)C[C@H]1C(=C(C(N1)=O)C(=O)OCC)O ((S)-5-(cyclohexylmethyl)-2,5-dihydro-4-hydroxy-2-oxo-1H-pyrrole-3-carboxylic acid, ethyl ester), C(=O)=O (carbon dioxide). The solvent is O (water). Product: C1(CCCCC1)C[C@H]1C(CC(N1)=O)=O ((S)-5-(cyclohexylmethyl)-2,4-pyrrolidinedione). Isolated yield 97.4%. RXN SMILES: C(O)C.[CH:4]1([CH2:10][C@@H:11]2[NH:15][C:14](=[O:16])[C:13](C(OCC)=O)=[C:12]2[OH:22])[CH2:9][CH2:8][CH2:7][CH2:6][CH2:5]1.C(=O)=O>O>[CH:4]1([CH2:10][C@@H:11]2[NH:15][C:14](=[O:16])[CH2:13][C:12]2=[O:22])[CH2:5][CH2:6][CH2:7][CH2:8][CH2:9]1. Reported procedure: A solution of 1 L of 50% ethanol in water is brought to the boiling point in a large beaker and 68.2 g (0.255 mol) of (S)-5-(cyclohexylmethyl)-2,5-dihydro-4-hydroxy-2-oxo-1H-pyrrole-3-carboxylic acid, ethyl ester is added over about 5 minutes (pot temperature is 82°-84° C.). The solid goes into solution as carbon dioxide evolves. The ethanol is allowed to boil-off over a period of one-half hour (pot temperature is 87° C.). The volume is about 750 ml, a slight turbidity develops and crystals sepa... Reactants: O=C1CC(=O)C1, CCOC(C)=O, C1CCC(NC2CCCCC2)CC1. Yields the product O=C1C=C(O)C1, C1CCC([NH2+]C2CCCCC2)CC1. As a reaction SMILES: [C:14]1(=[O:19])[CH2:15][C:16](=[O:18])[CH2:17]1.[CH3:20][CH2:21][O:22][C:23](=[O:24])[CH3:25].[CH:1]1([NH:7][CH:8]2[CH2:9][CH2:10][CH2:11][CH2:12][CH2:13]2)[CH2:2][CH2:3][CH2:4][CH2:5][CH2:6]1>>[C:14]1([OH:19])=[CH:15][C:16](=[O:18])[CH2:17]1.[CH:1]1([NH2+:7][CH:8]2[CH2:9][CH2:10][CH2:11][CH2:12][CH2:13]2)[CH2:2][CH2:3][CH2:4][CH2:5][CH2:6]1.